Dataset: the Open Reaction Database (ORD), a public repository of structured organic reaction records. Task: describe an organic reaction: reactants, conditions, products, and yield The reactants are N1=CC=CC2=CC=CC=C12 (quinoline), C(OCC)([O-])[O-] (ethyl orthoformate), C1(=CC=C(C=C1)S(=O)(=O)O)C (p-toluene sulfonic acid), C(CCC)NC(=O)OC=1C=C(NC(CC(C)=O)=O)C=CC1 (m-(n-butylcarbamoyloxy)-acetylacetanilide). Product: C(CCC)NC(=O)OC=1C=C(NC(CC(C)(OCC)OCC)=O)C=CC1 (m-(n-butylcarbamoyloxy)-3,3-diethoxy-butyranilide). Conditions: time 7 hour. Procedure: 52 g of ethyl orthoformate and 1 g of p-toluene sulfonic acid were added to a solution of 59 g of the product of Step A in 180 ml of methanol and the mixture was stirred at room temperature for 7 hours. The mixture was then allowed to stand for 18 hours and 1 ml of quinoline was added thereto. The solvent was evaporated and the residue was chromatographed over silica gel. Elution with an 8-2 methylene chloride-acetone mixture gave 20 g of m-(n-butylcarbamoyloxy)-3,3-diethoxy-butyranilide melting... Isolated yield 939.8%. The solvent is CO (methanol). As a reaction SMILES: C([O-])([O-])[O:2][CH2:3][CH3:4].[C:7]1(C)C=CC(S(O)(=O)=O)=C[CH:8]=1.[CH2:18]([NH:22][C:23]([O:25][C:26]1[CH:27]=[C:28]([CH:36]=[CH:37][CH:38]=1)[NH:29][C:30](=[O:35])[CH2:31][C:32](=[O:34])[CH3:33])=[O:24])[CH2:19][CH2:20][CH3:21].N1C2C(=CC=CC=2)C=CC=1>CO>[CH2:18]([NH:22][C:23]([O:25][C:26]1[CH:27]=[C:28]([CH:36]=[CH:37][CH:38]=1)[NH:29][C:30](=[O:35])[CH2:31][C:32]([O:2][CH2:3][CH3:4])([O:34][CH2:7][CH3:8])[CH3:33])=[O:24])[CH2:19][CH2:20][CH3:21]. Starting materials: NC(C(=O)N)CC1=C(C=CC=C1)F (2-Amino-3-(2-fluorophenyl)propionamide), [O-]S(=O)(=O)[O-].[Na+].[Na+] (Na2SO4), [H-].[H-].[H-].[H-].[Li+].[Al+3] (LAH), C1CCOC1 (THF). Run in O (H2O). Run at temperature 5 celsius, time 18 hour. Product: NC(CN)CC1=C(C=CC=C1)F (2-amino-3-(2-fluorophenyl)-propylamine). Reaction SMILES: [NH2:1][CH:2]([CH2:6][C:7]1[CH:12]=[CH:11][CH:10]=[CH:9][C:8]=1[F:13])[C:3]([NH2:5])=O.[H-].[H-].[H-].[H-].[Li+].[Al+3].C1COCC1.[O-]S([O-])(=O)=O.[Na+].[Na+]>O>[NH2:1][CH:2]([CH2:6][C:7]1[CH:12]=[CH:11][CH:10]=[CH:9][C:8]=1[F:13])[CH2:3][NH2:5] |f:1.2.3.4.5.6,8.9.10|. Procedure: 2-Amino-3-(2-fluorophenyl)propionamide was added carefully to a chilled (5°) mixture of LAH (1.0 g, 26.3 mmol) and 20 ml THF under argon. The reaction was then heated at reflux for 10 hrs. The reaction was cooled to 5° C. and carefully treated with Na2SO4.10 H2O. The resulting mixture was stirred for 18 hrs, then filtered to remove the solids. The filtrate was concentrated in vacuo to give an amber oil. MS (m/z): 169 (M+H)+; C9H13FN2 requir. 168.19